From a dataset of the Open Reaction Database (ORD), a public repository of structured organic reaction records. describe an organic reaction: reactants, conditions, products, and yield The reactants are CC(C)CCC1CC(NC(=O)OC(C)(C)C)CCC1N, CCN(CC)C(C)C, ClCCl, O=C(O)CNC(=O)c1cccc(C(F)(F)F)c1, CN(C)C=O. Yields the product CC(C)CCC1CC(NC(=O)OC(C)(C)C)CCC1NC(=O)CNC(=O)c1cccc(C(F)(F)F)c1. RXN SMILES: [C:1]([CH3:2])([CH3:3])([CH3:4])[O:5][C:6]([NH:7][CH:8]1[CH2:9][CH:10]([CH2:15][CH2:16][CH:17]([CH3:18])[CH3:19])[CH:11]([NH2:14])[CH2:12][CH2:13]1)=[O:20].[CH2:21]([N:22]([CH:23]([CH3:24])[CH3:25])[CH2:26][CH3:27])[CH3:28].[Cl:46][CH2:47][Cl:48].[F:29][C:30]([c:31]1[cH:32][c:33]([C:34](=[O:35])[NH:36][CH2:37][C:38](=[O:39])[OH:40])[cH:41][cH:42][cH:43]1)([F:44])[F:45].[O:49]=[CH:50][N:51]([CH3:52])[CH3:53]>>[C:1]([CH3:2])([CH3:3])([CH3:4])[O:5][C:6]([NH:7][CH:8]1[CH2:9][CH:10]([CH2:15][CH2:16][CH:17]([CH3:18])[CH3:19])[CH:11]([NH:14][C:38]([CH2:37][NH:36][C:34]([c:33]2[cH:32][c:31]([C:30]([F:29])([F:44])[F:45])[cH:43][cH:42][cH:41]2)=[O:35])=[O:39])[CH2:12][CH2:13]1)=[O:20]. The reactants are C(C)(C)(C)OC(=O)N[C@@H](CC(C)C)C(=O)O (N-(tert-Butoxycarbonyl)-L-leucine), CN(CCCN=C=NCC)C (N-(3-dimethylaminopropyl)-N′-ethylcarbodiimide), OC1=CC=CC=2NN=NC21 (hydroxybenzotriazole), FC(C=1C=C(CN2C[C@H]3[C@@H](C2)[C@@H](CC3)N)C=CC1)(F)F ((3aS,4R,6aR)-2-(3-(trifluoromethyl)benzyl)octahydrocyclopenta[c]pyrrol-4-amine). Solvent: ClCCl (dichloromethane). Reaction conditions: time 20 minute. Yields the product C(C)(C)(C)OC(=O)N[C@@H](CC(C)C)C(=O)N[C@@H]1CC[C@H]2CN(C[C@H]21)CC2=CC(=CC=C2)C(F)(F)F (N2-(tert-butyloxycarbonyl)-N1-{(3aS,4R,6aR)-2-[3-(trifluoromethyl)benzyl]octahydrocyclopenta[c]pyrrol-4-yl}-L-leucinamide). RXN SMILES: [C:1]([O:5][C:6]([NH:8][C@H:9]([C:14]([OH:16])=O)[CH2:10][CH:11]([CH3:13])[CH3:12])=[O:7])([CH3:4])([CH3:3])[CH3:2].OC1C2N=NNC=2C=CC=1.[F:27][C:28]([F:46])([F:45])[C:29]1[CH:30]=[C:31]([CH:42]=[CH:43][CH:44]=1)[CH2:32][N:33]1[CH2:37][C@H:36]2[C@H:38]([NH2:41])[CH2:39][CH2:40][C@H:35]2[CH2:34]1.CN(C)CCCN=C=NCC>ClCCl>[C:1]([O:5][C:6]([NH:8][C@H:9]([C:14]([NH:41][C@H:38]1[C@H:36]2[C@H:35]([CH2:34][N:33]([CH2:32][C:31]3[CH:42]=[CH:43][CH:44]=[C:29]([C:28]([F:46])([F:27])[F:45])[CH:30]=3)[CH2:37]2)[CH2:40][CH2:39]1)=[O:16])[CH2:10][CH:11]([CH3:12])[CH3:13])=[O:7])([CH3:2])([CH3:3])[CH3:4]. Reported procedure: N-(tert-Butoxycarbonyl)-L-leucine (180 mg, 0.778 mmol), hydroxybenzotriazole (119 mg, 0.778 mmol), and (3aS,4R,6aR)-2-(3-(trifluoromethyl)benzyl)octahydrocyclopenta[c]pyrrol-4-amine (201 mg, 0.707 mmol) from Example 154 Step A were combined in dichloromethane (1 mL). After 20 minutes, N-(3-dimethylaminopropyl)-N′-ethylcarbodiimide (0.138 mL, 0.778 mmol) was added and the reaction stirred at room temperature for 24 hours. The reaction was quenched with water, and the layers were separated. The aq... RXN SMILES: [CH2:1](N1C(=O)OC(=O)C2=CC=C(C3C=CN=CC=3)C=C12)[CH3:2].[CH2:21]([N:23]1[C:32]2[C:27](=[CH:28][CH:29]=[C:30]([C:33]3[CH:38]=[CH:37][CH:36]=[CH:35][N:34]=3)[CH:31]=2)[C:26](=[O:39])[C:25]([C:40]([OH:42])=[O:41])=[CH:24]1)[CH3:22].[K]>>[CH2:21]([N:23]1[C:32]2[C:27](=[CH:28][CH:29]=[C:30]([C:33]3[CH:38]=[CH:37][CH:36]=[CH:35][N:34]=3)[CH:31]=2)[C:26](=[O:39])[C:25]([C:40]([O:42][CH2:1][CH3:2])=[O:41])=[CH:24]1)[CH3:22] |^1:42|. Starting materials: ( a ), [K] (potassium), C(C)N1C=2C(C(=O)OC1=O)=CC=C(C2)C2=CC=NC=C2 (N-ethyl 4-(4-pyridinyl)isatoic anhydride), C(C)N1C=C(C(C2=CC=C(C=C12)C1=NC=CC=C1)=O)C(=O)O (1-ethyl-1,4-dihydro-4-oxo-7-pyridinyl-3-quinolinecarboxylic acid), ethyl formyl acetate. Procedure details: It was found that the N-ethyl 4-(4-pyridinyl)isatoic anhydride prepared in the preceding examples cound be converted to 1-ethyl-1,4-dihydro-4-oxo-7-pyridinyl-3-quinolinecarboxylic acid by (a) reacting it with the potassium salt of ethyl formyl acetate to form ethyl 1-ethyl-1,4-dihydro-4-oxo-7-pyridinyl-3-quinolinecarboxylate, and (b) hydrolyzing that ester. Yields the product C(C)N1C=C(C(C2=CC=C(C=C12)C1=NC=CC=C1)=O)C(=O)OCC (ethyl 1-ethyl-1,4-dihydro-4-oxo-7-pyridinyl-3-quinolinecarboxylate), ( b ).